This data is from the Open Reaction Database (ORD), a public repository of structured organic reaction records. The task is: describe an organic reaction: reactants, conditions, products, and yield The reactants are CC(C)(C)c1nc2cc(Cl)c([N+](=O)[O-])cc2s1, O, c1ccc(N2CCNCC2)cc1. The product is CC(C)(C)c1nc2cc(N3CCN(c4ccccc4)CC3)c([N+](=O)[O-])cc2s1. Reaction SMILES: [C:1]([CH3:2])([CH3:3])([CH3:4])[c:5]1[s:6][c:7]2[c:8]([n:9]1)[cH:10][c:11]([Cl:17])[c:12]([N+:14](=[O:15])[O-:16])[cH:13]2.[OH2:18].[c:19]1([N:25]2[CH2:26][CH2:27][NH:28][CH2:29][CH2:30]2)[cH:20][cH:21][cH:22][cH:23][cH:24]1>>[C:1]([CH3:2])([CH3:3])([CH3:4])[c:5]1[s:6][c:7]2[c:8]([n:9]1)[cH:10][c:11]([N:28]1[CH2:27][CH2:26][N:25]([c:19]3[cH:20][cH:21][cH:22][cH:23][cH:24]3)[CH2:30][CH2:29]1)[c:12]([N+:14](=[O:15])[O-:16])[cH:13]2.